Task: describe an organic reaction: reactants, conditions, products, and yield. Dataset: the Open Reaction Database (ORD), a public repository of structured organic reaction records Starting materials: [BH4-], C=CCN(C)CCCCCCOc1ccc2c(c1)CCN=C2c1ccc(Br)cc1, CCO, [Na+]. Yields the product C=CCN(C)CCCCCCOc1ccc2c(c1)CCNC2c1ccc(Br)cc1. As a reaction SMILES: [BH4-:30].[CH2:1]([CH:2]=[CH2:3])[N:4]([CH3:5])[CH2:6][CH2:7][CH2:8][CH2:9][CH2:10][CH2:11][O:12][c:13]1[cH:14][c:15]2[c:20]([cH:21][cH:22]1)[C:19]([c:23]1[cH:24][cH:25][c:26]([Br:29])[cH:27][cH:28]1)=[N:18][CH2:17][CH2:16]2.[CH3:32][CH2:33][OH:34].[Na+:31]>>[CH2:1]([CH:2]=[CH2:3])[N:4]([CH3:5])[CH2:6][CH2:7][CH2:8][CH2:9][CH2:10][CH2:11][O:12][c:13]1[cH:14][c:15]2[c:20]([cH:21][cH:22]1)[CH:19]([c:23]1[cH:24][cH:25][c:26]([Br:29])[cH:27][cH:28]1)[NH:18][CH2:17][CH2:16]2. Reactants: CCOC(=O)c1cc(C=CC2CC3CCC2N3)on1, CCOC(=O)c1cc(C=CC2CC3CCC2N3)on1, C1CC2CCC1N2, Cl, CCOP(=O)(Cc1ccno1)OCC. Yields the product C(=CC1CC2CCC1N2)c1ccno1, CCOP(=O)(Cc1ccno1)OCC. Reaction SMILES: [CH:15]12[CH:16]([CH:22]=[CH:23][c:24]3[cH:25][c:26]([C:29]([O:30][CH2:31][CH3:32])=[O:33])[n:27][o:28]3)[CH2:17][CH:18]([CH2:19][CH2:20]1)[NH:21]2.[CH:34]12[NH:35][CH:36]([CH2:37][CH2:38]1)[CH2:39][CH:40]2[CH:41]=[CH:42][c:43]1[o:44][n:45][c:46]([C:47]([O:48][CH2:49][CH3:50])=[O:51])[cH:52]1.[CH:53]12[NH:54][CH:55]([CH2:56][CH2:57]1)[CH2:58][CH2:59]2.[ClH:60].[o:1]1[n:2][cH:3][cH:4][c:5]1[CH2:6][P:7]([O:8][CH2:9][CH3:10])([O:11][CH2:12][CH3:13])=[O:14]>>[CH:15]12[CH:16]([CH:22]=[CH:23][c:24]3[cH:25][cH:26][n:27][o:28]3)[CH2:17][CH:18]([CH2:19][CH2:20]1)[NH:21]2.[o:1]1[n:2][cH:3][cH:4][c:5]1[CH2:6][P:7]([O:8][CH2:9][CH3:10])([O:11][CH2:12][CH3:13])=[O:14]. Reactants: BrC=1C(=NNC1C)C(F)(F)F (4-Bromo-5-methyl-3-trifluoromethyl-1H-pyrazole), CN(C)C=O (DMF), C(=O)([O-])[O-].[K+].[K+] (K2CO3), ClCC(=O)N1CCN(CC1)C1=CC=C(C=C1)Cl (2-Chloro-1-[4-(4-chloro-phenyl)-piperazin-1-yl]-ethanone). Run in CCCCCC.C(C)(=O)OCC (hexane ethyl acetate). Product: ClC1=CC=C(C=C1)N1CCN(CC1)C(CN1N=C(C(=C1C)Br)C(F)(F)F)=O (1-[4-(4-Chloro-phenyl)-piperazin-1-yl]-2-(4-bromo-5-methyl-3-trifluoromethyl-pyrazol-1-yl)-ethanone). As a reaction SMILES: [Br:1][C:2]1[C:3]([C:8]([F:11])([F:10])[F:9])=[N:4][NH:5][C:6]=1[CH3:7].C([O-])([O-])=O.[K+].[K+].Cl[CH2:19][C:20]([N:22]1[CH2:27][CH2:26][N:25]([C:28]2[CH:33]=[CH:32][C:31]([Cl:34])=[CH:30][CH:29]=2)[CH2:24][CH2:23]1)=[O:21].CN(C=O)C>CCCCCC.C(OCC)(=O)C>[Cl:34][C:31]1[CH:30]=[CH:29][C:28]([N:25]2[CH2:24][CH2:23][N:22]([C:20](=[O:21])[CH2:19][N:5]3[C:6]([CH3:7])=[C:2]([Br:1])[C:3]([C:8]([F:9])([F:11])[F:10])=[N:4]3)[CH2:27][CH2:26]2)=[CH:33][CH:32]=1 |f:1.2.3,6.7|. Reported procedure: Protocol T was followed using 4-Bromo-5-methyl-3-trifluoromethyl-1H-pyrazole, K2CO3, 2-Chloro-1-[4-(4-chloro-phenyl)-piperazin-1-yl]-ethanone and DMF. Column chromatography using a solvent mixture (hexane/ethyl acetate=2/3) afforded the title compound as white solid. 1H NMR (400 MHz, CDCl3): 6.96-7.1 (m, 2H), 6.84-6.89 (m, 2H), 5.2 (s, 2H), 3.6.2-3.8 (m, 4H), 3.0-3.16 (m, 4H), 2.32 (s, 3H). 13C NMR (400 MHz, CDCl3): 162, 146.4, 142.2, 118.5, 116.2, 52, 50.4, 46.2, 42.2, 15.2. Starting materials: COCCOC, CCOc1ccccc1B(O)O, Clc1cc(Cl)ncn1, [Na+], O=C([O-])O, O, Cl[Pd]Cl, c1ccc(P(c2ccccc2)c2ccccc2)cc1, c1ccc(P(c2ccccc2)c2ccccc2)cc1. Product: CCOc1ccccc1-c1cc(Cl)ncn1. As a reaction SMILES: [CH2:21]([CH2:22][O:23][CH3:24])[O:25][CH3:26].[CH2:9]([CH3:10])[O:11][c:12]1[c:13]([B:18]([OH:19])[OH:20])[cH:14][cH:15][cH:16][cH:17]1.[Cl:1][c:2]1[n:3][cH:4][n:5][c:6]([Cl:8])[cH:7]1.[Na+:31].[O-:27][C:28]([OH:29])=[O:30].[OH2:73].[Pd:32]([Cl:33])[Cl:34].[c:35]1([P:36]([c:37]2[cH:38][cH:39][cH:40][cH:41][cH:42]2)[c:43]2[cH:44][cH:45][cH:46][cH:47][cH:48]2)[cH:49][cH:50][cH:51][cH:52][cH:53]1.[c:54]1([P:55]([c:56]2[cH:57][cH:58][cH:59][cH:60][cH:61]2)[c:62]2[cH:63][cH:64][cH:65][cH:66][cH:67]2)[cH:68][cH:69][cH:70][cH:71][cH:72]1>>[Cl:1][c:2]1[n:3][cH:4][n:5][c:6](-[c:13]2[c:12]([O:11][CH2:9][CH3:10])[cH:17][cH:16][cH:15][cH:14]2)[cH:7]1. Starting materials: ClC(=O)OC1=CC=C(C=C1)Cl (4-chlorophenyl chloroformate), CN1CCNCC1 (1-methylpiperazine), [K+].[Br-] (KBr). Run in O (water). Yields the product ClC1=CC=C(C=C1)OC(=O)N1CCN(CC1)C (4-Methylpiperazine-1-carboxylic acid 4-chlorophenyl ester). As a reaction SMILES: Cl[C:2]([O:4][C:5]1[CH:10]=[CH:9][C:8]([Cl:11])=[CH:7][CH:6]=1)=[O:3].[CH3:12][N:13]1[CH2:18][CH2:17][NH:16][CH2:15][CH2:14]1.[K+].[Br-]>O>[Cl:11][C:8]1[CH:9]=[CH:10][C:5]([O:4][C:2]([N:16]2[CH2:17][CH2:18][N:13]([CH3:12])[CH2:14][CH2:15]2)=[O:3])=[CH:6][CH:7]=1 |f:2.3|. Reported procedure: The hydrochloride of the title compound was prepared from 4-chlorophenyl chloroformate and 1-methylpiperazine, yield 81%. White crystals, m.p. 237-240° C.; 1H NMR (DMSO-d6): δ11.67 (br s, 1H), 7.50, 7.45, 7.24, 7.20 (AB-system, d=7.47 and 7.22; J=8.84 Hz, 4H), 4.40-3.91 (br, 2H, 3.77-2.92 (br m, 6H+water), 2.77 (s, 3H); IR (KBr): ν 1717 (C═O) cm −1.